Dataset: the Open Reaction Database (ORD), a public repository of structured organic reaction records. Task: describe an organic reaction: reactants, conditions, products, and yield The reactants are aqueous solution, [OH-].[Na+] (NaOH), CC1=CC(CC(C1=O)(C)C)=O (3,5,5-trimethyl-cyclohex-2-en-1,4-dione), OO (hydrogen hydroperoxide), solution, O (water). Run in CO (methanol). Reaction conditions: time 3 hour. Product: CC12C(C(CC(C1=O)(C)C)=O)O2 (3,5,5-Trimethyl-2,3-epoxy-cyclohexane-1,4-dione). Yield: 81.5%. RXN SMILES: [OH-:1].[Na+].[CH3:3][C:4]1[C:9](=[O:10])[C:8]([CH3:12])([CH3:11])[CH2:7][C:6](=[O:13])[CH:5]=1.OO.O>CO>[CH3:3][C:4]12[O:1][CH:5]1[C:6](=[O:13])[CH2:7][C:8]([CH3:12])([CH3:11])[C:9]2=[O:10] |f:0.1|. Procedure: 2 ml of a 6N aqueous solution of NaOH have been added during a period of 15 minutes at 15° C. to a mixture of 3,5,5-trimethyl-cyclohex-2-en-1,4-dione (3.7 g) and hydrogen hydroperoxide (8.3 ml of a 30% solution) in 27 ml of methanol. The mixture was kept under stirring during 3 hours at 20°-25° C., treated with water and extracted with ether. The combined organic extracts were washed with water until neutrality, dried over MgSO4 and evaporated. 3.33 g (81.5%) of the desired product, b.p. 40° C./... Starting materials: CCOc1ccc(N)c([N+](=O)[O-])c1, Cc1ccc(C(=O)O)cn1. The product is CCOc1ccc(NC(=O)c2ccc(C)nc2)c([N+](=O)[O-])c1. Reaction SMILES: [CH2:11]([CH3:12])[O:13][c:14]1[cH:15][c:16]([N+:21](=[O:22])[O-:23])[c:17]([NH2:18])[cH:19][cH:20]1.[CH3:1][c:2]1[n:3][cH:4][c:5]([C:6](=[O:7])[OH:8])[cH:9][cH:10]1>>[CH3:1][c:2]1[n:3][cH:4][c:5]([C:6](=[O:8])[NH:18][c:17]2[c:16]([N+:21](=[O:22])[O-:23])[cH:15][c:14]([O:13][CH2:11][CH3:12])[cH:20][cH:19]2)[cH:9][cH:10]1. RXN SMILES: [N+](C1C=CC(O[C:11](=[O:30])/[CH:12]=[CH:13]/[CH:14]=[C:15](/[C:22]2[CH:27]=[CH:26][C:25]([O:28][CH3:29])=[CH:24][CH:23]=2)\[C:16]2[CH:17]=[N:18][CH:19]=[CH:20][CH:21]=2)=CC=1)([O-])=O.[N:31]1[CH:36]=[CH:35][CH:34]=[C:33]([CH2:37][CH2:38][CH2:39][CH2:40][NH2:41])[CH:32]=1>O1CCCC1>[CH3:29][O:28][C:25]1[CH:24]=[CH:23][C:22](/[C:15](/[C:16]2[CH:17]=[N:18][CH:19]=[CH:20][CH:21]=2)=[CH:14]/[CH:13]=[CH:12]/[C:11]([NH:41][CH2:40][CH2:39][CH2:38][CH2:37][C:33]2[CH:32]=[N:31][CH:36]=[CH:35][CH:34]=2)=[O:30])=[CH:27][CH:26]=1. Reported procedure: As before in Example 134, a solution of (2E,4Z)-5-(4-methoxyphenyl)-5-(3-pyridinyl)-2,4-pentadienoic acid 4-nitrophenyl ester (2.01 g) and 3-pyridinebutanamine (0.75 g) in tetrahydrofuran (25 mL) was stirred for 17 hours at room temperature. After the usual workup. the crude product was crystallized from ethyl acetate to yield 1.65 g of (2E,4Z)-5-(4-methoxyphenyl)-5-(3-pyridinyl)-N-[4-(3-pyridinyl)butyl]-2,4-pentadienamide mp 108°-110° C. Recrystallization of a portion from the same solvent prov... Solvent: O1CCCC1 (tetrahydrofuran). Product: COC1=CC=C(C=C1)/C(=C/C=C/C(=O)NCCCCC=1C=NC=CC1)/C=1C=NC=CC1 ((2E,4Z)-5-(4-methoxyphenyl)-5-(3-pyridinyl)-N-[4-(3-pyridinyl)butyl]-2,4-pentadienamide). Yield: 79.9%. Reactants: [N+](=O)([O-])C1=CC=C(C=C1)OC(\C=C\C=C(/C=1C=NC=CC1)\C1=CC=C(C=C1)OC)=O ((2E,4Z)-5-(4-methoxyphenyl)-5-(3-pyridinyl)-2,4-pentadienoic acid 4-nitrophenyl ester), N1=CC(=CC=C1)CCCCN (3-pyridinebutanamine). Reactants: COC1=CC=C(C=C1)C(C(=O)OCC)=O (ethyl 4-methoxyphenylglyoxylate), Cl.NO (hydroxylamine hydrochloride), C(C)(=O)[O-].[Na+] (sodium acetate). The solvent is C(C)O (ethanol). Product: O\N=C(/C(=O)OCC)\C1=CC=C(C=C1)OC (ethyl Z-2-hydroxyimino-2-(4-methoxyphenyl)acetate). Yield: 55.9%. RXN SMILES: [CH3:1][O:2][C:3]1[CH:8]=[CH:7][C:6]([C:9](=O)[C:10]([O:12][CH2:13][CH3:14])=[O:11])=[CH:5][CH:4]=1.Cl.[NH2:17][OH:18].C([O-])(=O)C.[Na+]>C(O)C>[OH:18]/[N:17]=[C:9](/[C:6]1[CH:7]=[CH:8][C:3]([O:2][CH3:1])=[CH:4][CH:5]=1)\[C:10]([O:12][CH2:13][CH3:14])=[O:11] |f:1.2,3.4|. Procedure: A mixture of ethyl 4-methoxyphenylglyoxylate (15.0 g), hydroxylamine hydrochloride (6.00 g), sodium acetate (8.86 g) and ethanol (150 ml) was heated under reflux for 12 hours. The reaction mixture was concentrated, and the residue was diluted with water and extracted with ethyl acetate. The ethyl acetate layer was washed with water, dried (MgSO4), and then concentrated. The residue was subjected to column chromatography on silica gel and ethyl Z-2-hydroxyimino-2-(4-methoxyphenyl)acetate (8.99 g,...